Dataset: the Open Reaction Database (ORD), a public repository of structured organic reaction records. Task: describe an organic reaction: reactants, conditions, products, and yield As a reaction SMILES: [CH2:1]([O:8][C:9]([NH:11][C@H:12]([CH2:30][O:31][Si:32]([C:35]([CH3:38])([CH3:37])[CH3:36])([CH3:34])[CH3:33])[CH2:13][CH2:14][C:15]([N:17]1[CH2:22][CH2:21][N:20]([C:23]([O:25][C:26]([CH3:29])([CH3:28])[CH3:27])=[O:24])[CH2:19][CH2:18]1)=[O:16])=[O:10])[C:2]1[CH:7]=[CH:6][CH:5]=[CH:4][CH:3]=1.I[CH3:40].[H-].[Na+]>CN(C=O)C>[CH2:1]([O:8][C:9]([N:11]([CH3:40])[C@H:12]([CH2:30][O:31][Si:32]([C:35]([CH3:38])([CH3:37])[CH3:36])([CH3:34])[CH3:33])[CH2:13][CH2:14][C:15]([N:17]1[CH2:22][CH2:21][N:20]([C:23]([O:25][C:26]([CH3:29])([CH3:28])[CH3:27])=[O:24])[CH2:19][CH2:18]1)=[O:16])=[O:10])[C:2]1[CH:7]=[CH:6][CH:5]=[CH:4][CH:3]=1 |f:2.3|. Solvent: CN(C)C=O (DMF). Isolated yield 102.6%. Starting materials: C(C1=CC=CC=C1)OC(=O)N[C@@H](CCC(=O)N1CCN(CC1)C(=O)OC(C)(C)C)CO[Si](C)(C)C(C)(C)C ((S)-tert-butyl 4-(4-(benzyloxycarbonylamino)-5-(tert-butyldimethylsilyloxy)pentanoyl)piperazine-1-carboxylate), IC (iodomethane), [H-].[Na+] (sodium hydride). Procedure details: To a solution of (S)-tert-butyl 4-(4-(benzyloxycarbonylamino)-5-(tert-butyldimethylsilyloxy)pentanoyl)piperazine-1-carboxylate (32.3 g, 58.8 mmol) and iodomethane (7.3 mL, 117.6 mmol) in DMF (450 mL) was added solid sodium hydride (60%, 3.5 g, 88.2 mmol) at 0-5° C. The mixture was stirred at 0-5° C. for 30 min and quenched with saturated NH4Cl solution. The mixture was concentrated to remove most of DMF under high vacuum. The residue was dissolved in EtOAc (700 mL). The organic mixture was washe... The product is C(C1=CC=CC=C1)OC(=O)N([C@@H](CCC(=O)N1CCN(CC1)C(=O)OC(C)(C)C)CO[Si](C)(C)C(C)(C)C)C ((S)-tert-butyl 4-(4-((benzyloxycarbonyl)(methyl)amino)-5-(tert-butyldimethylsilyloxy)pentanoyl)piperazine-1-carboxylate). Conditions: temperature 2.5 celsius, time 30 minute. The reactants are C(C1=CC=CC=C1)N1C(=NC=2N(C(NC(C12)=O)=O)C)Br (7-Benzyl-8-bromo-3-methyl-3,7-dihydropurine-2,6-dione), BrCC(=O)C1=CC=CC=C1 (2-bromoacetophenone). Yields the product C(C1=CC=CC=C1)N1C(=NC=2N(C(N(C(C12)=O)CC(C1=CC=CC=C1)=O)=O)C)Br (7-Benzyl-8-bromo-3-methyl-1-(2-oxo-2-phenylethyl)-3,7-dihydropurine-2,6-dione). Reaction SMILES: [CH2:1]([N:8]1[C:16]2[C:15](=[O:17])[NH:14][C:13](=[O:18])[N:12]([CH3:19])[C:11]=2[N:10]=[C:9]1[Br:20])[C:2]1[CH:7]=[CH:6][CH:5]=[CH:4][CH:3]=1.Br[CH2:22][C:23]([C:25]1[CH:30]=[CH:29][CH:28]=[CH:27][CH:26]=1)=[O:24]>>[CH2:1]([N:8]1[C:16]2[C:15](=[O:17])[N:14]([CH2:22][C:23](=[O:24])[C:25]3[CH:30]=[CH:29][CH:28]=[CH:27][CH:26]=3)[C:13](=[O:18])[N:12]([CH3:19])[C:11]=2[N:10]=[C:9]1[Br:20])[C:2]1[CH:7]=[CH:6][CH:5]=[CH:4][CH:3]=1. Reported procedure: 7-Benzyl-8-bromo-3-methyl-3,7-dihydropurine-2,6-dione (77A) and 2-bromoacetophenone were reacted and purified as described in the General procedure G, Step B, to afford 77B. The reactants are NC1=CC2=C(C(NC3=NC=CC=C23)=O)C=C1 (9-Amino-5H-benzo[c][1,8]naphthyridin-6-one), BrCC1=C(C=C(C=C1)C(F)(F)F)C(F)(F)F (1-(bromo-methyl)-2,4-bis(trifluoromethyl)benzene). Yields the product FC(C1=C(CNC2=CC3=C(C(NC4=NC=CC=C34)=O)C=C2)C=CC(=C1)C(F)(F)F)(F)F (9-(2,4-Bis(trifluoromethyl)benzylamino)benzo[c][1,8]naphthyridin-6(5H)-one). Yield: 22.1%. RXN SMILES: [NH2:1][C:2]1[CH:16]=[CH:15][C:5]2[C:6](=[O:14])[NH:7][C:8]3[C:13]([C:4]=2[CH:3]=1)=[CH:12][CH:11]=[CH:10][N:9]=3.Br[CH2:18][C:19]1[CH:24]=[CH:23][C:22]([C:25]([F:28])([F:27])[F:26])=[CH:21][C:20]=1[C:29]([F:32])([F:31])[F:30]>>[F:30][C:29]([F:31])([F:32])[C:20]1[CH:21]=[C:22]([C:25]([F:28])([F:26])[F:27])[CH:23]=[CH:24][C:19]=1[CH2:18][NH:1][C:2]1[CH:16]=[CH:15][C:5]2[C:6](=[O:14])[NH:7][C:8]3[C:13]([C:4]=2[CH:3]=1)=[CH:12][CH:11]=[CH:10][N:9]=3. Procedure: The title compound was synthesized according to the procedure described for the preparation of Example 454 using 70 (121 mg, 0.57 mmol) and 1-(bromo-methyl)-2,4-bis(trifluoromethyl)benzene (176 mg, 0.57 mmol) to provide 455 (55 mg, 22% yield) as a white powder. LC-MS (M+H=438, obsd.=438). 1H NMR (400 MHz, DMSO-D6) δ 11.55 (s, 1H), 8.37 (m, 2H), 8.06 (dd, J=7.9, 13.0, 2H), 7.84 (d, J=8.5, 1H), 7.31 (m, 2H), 7.24 (dd, J=4.7, 7.9, 1H), 6.94 (dd, J=2.1, 8.8, 1H), 4.77 (d, J=5.7, 2H). Reaction SMILES: [Br:1][c:2]1[cH:3][c:4]2[c:9]([cH:10][cH:11]1)[NH:8][CH2:7][CH:6]([NH:12][S:13](=[O:14])(=[O:15])[c:16]1[cH:17][cH:18][cH:19][cH:20][cH:21]1)[CH2:5]2.[CH2:32]([N:33]1[c:34]2[c:35]([cH:36][c:37](-[c:38]3[cH:39][cH:40][cH:41][cH:42][cH:43]3)[cH:44][cH:45]2)[CH2:46][CH:47]([NH:48][S:49]([c:50]2[cH:51][cH:52][cH:53][cH:54][cH:55]2)(=[O:56])=[O:57])[CH2:58]1)[c:59]1[cH:60][cH:61][cH:62][cH:63][cH:64]1.[OH:22][B:23]([OH:24])[c:25]1[cH:26][cH:27][c:28]([F:29])[cH:30][cH:31]1>>[c:2]1(-[c:25]2[cH:26][cH:27][c:28]([F:29])[cH:30][cH:31]2)[cH:3][c:4]2[c:9]([cH:10][cH:11]1)[NH:8][CH2:7][CH:6]([NH:12][S:13](=[O:14])(=[O:15])[c:16]1[cH:17][cH:18][cH:19][cH:20][cH:21]1)[CH2:5]2. Starting materials: O=S(=O)(NC1CNc2ccc(Br)cc2C1)c1ccccc1, O=S(=O)(NC1Cc2cc(-c3ccccc3)ccc2N(Cc2ccccc2)C1)c1ccccc1, OB(O)c1ccc(F)cc1. Product: O=S(=O)(NC1CNc2ccc(-c3ccc(F)cc3)cc2C1)c1ccccc1. Starting materials: CN(C)C=O, O=C1CCC(=O)N1Cl, Nc1nc(-c2cccnc2)cs1. Product: Nc1nc(-c2cccnc2)c(Cl)s1. As a reaction SMILES: [CH3:21][N:22]([CH3:23])[CH:24]=[O:25].[Cl:1][N:2]1[C:3](=[O:4])[CH2:5][CH2:6][C:7]1=[O:8].[n:9]1[cH:10][c:11](-[c:15]2[n:16][c:17]([NH2:20])[s:18][cH:19]2)[cH:12][cH:13][cH:14]1>>[Cl:1][c:19]1[c:15](-[c:11]2[cH:10][n:9][cH:14][cH:13][cH:12]2)[n:16][c:17]([NH2:20])[s:18]1. Reactants: CC(=O)OI1(OC(C)=O)(OC(C)=O)OC(=O)c2ccccc21, ClCCl, Cc1cc(C)c(CCO)c(C)c1. Product: Cc1cc(C)c(CC=O)c(C)c1. As a reaction SMILES: [C:13]([O:14][I:15]1([O:16][C:17](=[O:18])[CH3:19])([O:20][C:21](=[O:22])[CH3:23])[c:24]2[cH:25][cH:26][cH:27][cH:28][c:29]2[C:30](=[O:31])[O:32]1)(=[O:33])[CH3:34].[Cl:35][CH2:36][Cl:37].[c:1]1([CH3:12])[c:2]([CH2:9][CH2:10][OH:11])[c:3]([CH3:8])[cH:4][c:5]([CH3:7])[cH:6]1>>[c:1]1([CH3:12])[c:2]([CH2:9][CH:10]=[O:11])[c:3]([CH3:8])[cH:4][c:5]([CH3:7])[cH:6]1. Starting materials: CCCC[NH+](CCCC)CCCC, C1CCOC1, [F-], C[Si](C)(C)C#Cc1nn(C(c2ccccc2)(c2ccccc2)c2ccccc2)c2ccc([N+](=O)[O-])cc12. Yields the product C#Cc1nn(C(c2ccccc2)(c2ccccc2)c2ccccc2)c2ccc([N+](=O)[O-])cc12. Reaction SMILES: [CH2:39]([NH+:40]([CH2:41][CH2:42][CH2:43][CH3:44])[CH2:45][CH2:46][CH2:47][CH3:48])[CH2:49][CH2:50][CH3:51].[CH2:52]1[O:53][CH2:54][CH2:55][CH2:56]1.[F-:38].[N+:1](=[O:2])([O-:3])[c:4]1[cH:5][c:6]2[c:7]([C:32]#[C:33][Si:34]([CH3:35])([CH3:36])[CH3:37])[n:8][n:9]([C:13]([c:14]3[cH:15][cH:16][cH:17][cH:18][cH:19]3)([c:20]3[cH:21][cH:22][cH:23][cH:24][cH:25]3)[c:26]3[cH:27][cH:28][cH:29][cH:30][cH:31]3)[c:10]2[cH:11][cH:12]1>>[N+:1](=[O:2])([O-:3])[c:4]1[cH:5][c:6]2[c:7]([C:32]#[CH:33])[n:8][n:9]([C:13]([c:14]3[cH:15][cH:16][cH:17][cH:18][cH:19]3)([c:20]3[cH:21][cH:22][cH:23][cH:24][cH:25]3)[c:26]3[cH:27][cH:28][cH:29][cH:30][cH:31]3)[c:10]2[cH:11][cH:12]1. The reactants are [Al] (aluminum), comminuted mixture, comminuted mixture, N1C(=O)NC(=O)NC1=O (cyanuric acid), N1=C(N)N=C(N)N=C1N (melamine). Conditions: temperature 350 celsius. The product is C1(=NC(=NC(=N1)N)N)N.C1(=O)NC(=O)NC(=O)N1 (melamine cyanurate). Isolated yield 1.9%. RXN SMILES: [NH:1]1[C:8](=[O:9])[NH:7][C:5](=[O:6])[NH:4][C:2]1=[O:3].[Al].[N:11]1[C:18]([NH2:19])=[N:17][C:15]([NH2:16])=[N:14][C:12]=1[NH2:13]>>[C:12]1([NH2:13])[N:14]=[C:15]([NH2:16])[N:17]=[C:18]([NH2:19])[N:11]=1.[C:2]1([NH:4][C:5](=[O:6])[NH:7][C:8](=[O:9])[NH:1]1)=[O:3] |f:3.4|. Procedure details: In a Henschel mixer having an internal capacity of 10 liters, 2.0 kg of industrial melamine (product of Mitsui Toatsu Chemicals Inc., melting point: 354° C., sublimation starting temperature: 210° C., average particle size: 20 μm) and 2.0 kg of cyanuric acid ("ICA-P", trade name; product of Shikoku Kasei Corp.; melting point: 360° C., sublimation starting temperature: 230° C., average particle size: 80 μm) were charged, followed by mixing at room temperature for 10 minutes. Using a jet mill, the...